This data is from the Open Reaction Database (ORD), a public repository of structured organic reaction records. The task is: describe an organic reaction: reactants, conditions, products, and yield RXN SMILES: [NH:1]1[CH2:6][CH2:5][C:4]2([O:11][C:10]3[C:12]4[C:17]([C:18](=[O:21])[C:19](=[O:20])[C:9]=3[S:8][CH2:7]2)=[CH:16][CH:15]=[CH:14][CH:13]=4)[CH2:3][CH2:2]1.[CH2:22]([C@H:29]1[CH2:31][O:30]1)[C:23]1[CH:28]=[CH:27][CH:26]=[CH:25][CH:24]=1>>[OH:30][C@@H:29]([CH2:22][C:23]1[CH:28]=[CH:27][CH:26]=[CH:25][CH:24]=1)[CH2:31][N:1]1[CH2:2][CH2:3][C:4]2([O:11][C:10]3[C:12]4[C:17]([C:18](=[O:21])[C:19](=[O:20])[C:9]=3[S:8][CH2:7]2)=[CH:16][CH:15]=[CH:14][CH:13]=4)[CH2:5][CH2:6]1. The product is O[C@H](CN1CCC2(CC1)CSC1=C(O2)C2=CC=CC=C2C(C1=O)=O)CC1=CC=CC=C1 (1′-[(2S)-2-hydroxy-3-phenylpropyl]spiro[naphtho[1,2-b][1,4]oxathiine-2,4′-piperidine]-5,6-dione). Starting materials: N1CCC2(CC1)CSC1=C(O2)C2=CC=CC=C2C(C1=O)=O (spiro[naphtho[1,2-b][1,4]oxathiine-2,4′-piperidine]-5,6-dione), C(C1=CC=CC=C1)[C@@H]1OC1 ((2S)-2-benzyloxirane). Procedure details: Compound 187 was synthesized using spiro[naphtho[1,2-b][1,4]oxathiine-2,4′-piperidine]-5,6-dione, (2S)-2-benzyloxirane and conditions outlined in procedure Y. M.p.=149-150° C.; 400 MHz 1H NMR (CDCl3) δ: 8.04 (dd, J=7.8, 1.2 Hz, 1H), 7.73 (dd, J=7.8, 0.8 Hz, 1H), 7.64 (td, J=7.6, 1.2 Hz, 1H), 7.48 (td, J=7.4, 1.2 Hz, 1H), 7.34-7.20 (m, 5H), 4.02-3.94 (m, 1H), 2.93 (s, 2H), 2.87 (dd, J=13.3, 6.8 Hz, 2H), 2.78-2.66 (m, 3H), 2.50-2.38 (m, 3H), 2.18-2.08 (m, 2H), 1.94-1.78 (m, 2H); LCMS: 436 [M+H]; e...